Dataset: the Open Reaction Database (ORD), a public repository of structured organic reaction records. Task: describe an organic reaction: reactants, conditions, products, and yield The reactants are CCN(C(C)C)C(C)C (DIPEA), C(C)OC(=O)C=1C=NN(C1)C1=NC2=CC(=CC=C2C(N1)=O)I (1-(7-iodo-4-oxo-3,4-dihydro-quinazolin-2-yl)-1H-pyrazole-4-carboxylic acid ethyl ester), ClCOCCOC (1-chloromethoxy-2-methoxy-ethane). The solvent is C1CCOC1 (THF). Reaction conditions: time 18 hour. Yields the product C(C)OC(=O)C=1C=NN(C1)C1=NC2=CC(=CC=C2C(N1COCCOC)=O)I (1-[7-iodo-3-(2-methoxy-ethoxymethyl)-4-oxo-3,4-dihydro-quinazolin-2-yl]-1H-pyrazole-4-carboxylic acid ethyl ester). Reaction SMILES: [CH2:1]([O:3][C:4]([C:6]1[CH:7]=[N:8][N:9]([C:11]2[NH:20][C:19](=[O:21])[C:18]3[C:13](=[CH:14][C:15]([I:22])=[CH:16][CH:17]=3)[N:12]=2)[CH:10]=1)=[O:5])[CH3:2].CCN(C(C)C)C(C)C.Cl[CH2:33][O:34][CH2:35][CH2:36][O:37][CH3:38]>C1COCC1>[CH2:1]([O:3][C:4]([C:6]1[CH:7]=[N:8][N:9]([C:11]2[N:20]([CH2:33][O:34][CH2:35][CH2:36][O:37][CH3:38])[C:19](=[O:21])[C:18]3[C:13](=[CH:14][C:15]([I:22])=[CH:16][CH:17]=3)[N:12]=2)[CH:10]=1)=[O:5])[CH3:2]. Procedure: To a mixture of 1-(7-iodo-4-oxo-3,4-dihydro-quinazolin-2-yl)-1H-pyrazole-4-carboxylic acid ethyl ester (1.65 g, 4.02 mmol) and THF (20 mL) was added DIPEA (2.10 mL, 12.1 mmol) followed by 1-chloromethoxy-2-methoxy-ethane (1.01 mL, 8.85 mmol) at 23° C. After stirring for 18 h, the reaction mixture was concentrated under reduced pressure. The residue was used in subsequent reactions without further purification (1.89 g, 94%). MS (ESI): mass calcd. for C18H19IN4O5, 498.0; m/z found, 499.0 [M+H]+. 1... Reactants: Clc1cccc(-c2nc(CBr)no2)c1, C1CCOC1, [Li]CCCC, [Cl-], [NH4+], c1cc(-c2nnc3n2CCC3)ccn1. Product: Clc1cccc(-c2nc(CC3CCn4c(-c5ccncc5)nnc43)no2)c1. Reaction SMILES: [Br:20][CH2:21][c:22]1[n:23][o:24][c:25](-[c:27]2[cH:28][c:29]([Cl:33])[cH:30][cH:31][cH:32]2)[n:26]1.[CH2:36]1[O:37][CH2:38][CH2:39][CH2:40]1.[CH3:1][CH2:2][CH2:3][CH2:4][Li:5].[Cl-:34].[NH4+:35].[n:6]1[cH:7][cH:8][c:9](-[c:12]2[n:13]3[c:14]([n:15][n:16]2)[CH2:17][CH2:18][CH2:19]3)[cH:10][cH:11]1>>[n:6]1[cH:7][cH:8][c:9](-[c:12]2[n:13]3[c:14]([n:15][n:16]2)[CH:17]([CH2:21][c:22]2[n:23][o:24][c:25](-[c:27]4[cH:28][c:29]([Cl:33])[cH:30][cH:31][cH:32]4)[n:26]2)[CH2:18][CH2:19]3)[cH:10][cH:11]1. Starting materials: BrC1=NC(=CC=C1)F (2-bromo-6-fluoropyridine), Cl.N[C@H](C(=O)NCC(F)(F)F)C ((S)-2-amino-N-(2,2,2-trifluoroethyl)propanamide hydrochloride), CCN(C(C)C)C(C)C (DIPEA). Run in C(C)OC(C)=O (ethylacetate), CN1CCCC1=O (NMP). Conditions: temperature 220 celsius. The product is BrC1=CC=CC(=N1)N[C@H](C(=O)NCC(F)(F)F)C ((S)-2-(6-bromopyridin-2-ylamino)-N-(2,2,2-trifluoroethyl)propanamide). The yield is 65.7%. As a reaction SMILES: [Br:1][C:2]1[CH:7]=[CH:6][CH:5]=[C:4](F)[N:3]=1.Cl.[NH2:10][C@@H:11]([CH3:20])[C:12]([NH:14][CH2:15][C:16]([F:19])([F:18])[F:17])=[O:13].CCN(C(C)C)C(C)C>CN1C(=O)CCC1.C(OC(=O)C)C>[Br:1][C:2]1[N:3]=[C:4]([NH:10][C@@H:11]([CH3:20])[C:12]([NH:14][CH2:15][C:16]([F:17])([F:18])[F:19])=[O:13])[CH:5]=[CH:6][CH:7]=1 |f:1.2|. Procedure details: A solution of 2-bromo-6-fluoropyridine (1.23 g, 7 mmol) and (S)-2-amino-N-(2,2,2-trifluoroethyl)propanamide hydrochloride (FF) (1.44 g, 7 mmol) in NMP (10 mL) was treated with DIPEA (2.4 mL, 14 mmol) and heated at 220° C. for 40 min in the microwave. After complete reaction, the mixture was diluted with ethylacetate (100 mL) then washed with water (5×25 mL), brine (1×25 mL) then dried over Na2SO4. The solvent was removed and the residue purified with silica-gel chromatography using hexane:ethyl ... Reaction conditions: time 1 hour. Procedure details: A solution of 3-methoxythiophene (21.3 g, 0.187 mol) [S. Gronowitz, Arkiv. Kemi., 1958, 12, 239] in dichloromethane (50 mL) was slowly added to a solution of 3,3-dimethylacryloyl chloride (22 mL, 0.195 mol) and tin(IV) chloride (23 mL, 0.195 mol) in dichloromethane (350 mL) at 0°-5° C. After stirring at 0°-5° C. an additional 1 h, the solution was poured into ice water (1 L). The organic layer was separated, washed with water, and dried over magnesium sulfate. The solvent was evaporated in vacuo... As a reaction SMILES: [CH3:1][O:2][C:3]1[CH:7]=[CH:6][S:5][CH:4]=1.[CH3:8][C:9]([CH3:14])=[CH:10][C:11](Cl)=[O:12].[Sn](Cl)(Cl)(Cl)Cl.[K+].[Br-]>ClCCl>[CH3:1][O:2][C:3]1[CH:7]=[CH:6][S:5][C:4]=1[C:11](=[O:12])[CH:10]=[C:9]([CH3:14])[CH3:8] |f:3.4|. The solvent is ClCCl (dichloromethane), ClCCl (dichloromethane). The product is COC1=C(SC=C1)C(C=C(C)C)=O (3-Methoxy-2-(3-methyl-1-oxo-2-buten-1-yl)thiophene). The reactants are ice water, [K+].[Br-] (KBr), COC1=CSC=C1 (3-methoxythiophene), CC(=CC(=O)Cl)C (3,3-dimethylacryloyl chloride), [Sn](Cl)(Cl)(Cl)Cl (tin(IV) chloride).